From a dataset of the Open Reaction Database (ORD), a public repository of structured organic reaction records. describe an organic reaction: reactants, conditions, products, and yield The reactants are N(=NC(=O)OC(C)C)C(=O)OC(C)C (diisopropyl azodicarboxylate), [N+](=O)([O-])C1=C(C2=C(C=N1)C=CO2)O (6-nitrofuro[3,2-c]pyridin-7-ol), ClC=1C=CC=2N(N1)C(=NN2)[C@@H](C)O ((R)-1-(6-chloro-[1,2,4]triazolo[4,3-b]pyridazin-3-yl)ethanol), C1(=CC=CC=C1)P(C1=CC=CC=C1)C1=CC=CC=C1 (triphenylphosphine). The reagents and catalysts are Cl (HCl), [Fe] (iron). Solvent: C1CCOC1 (THF), CCO (EtOH). Reaction conditions: temperature 40 celsius. Yields the product ClC=1C=CC=2N(N1)C(=NN2)[C@H](C)OC=2C1=C(C=NC2N)C=CO1 (7-[(1S)-1-(6-chloro[1,2,4]triazolo[4,3-b]pyridazin-3-yl)ethoxy]furo[3,2-c]pyridin-6-amine). As a reaction SMILES: [N+:1]([C:4]1[N:9]=[CH:8][C:7]2[CH:10]=[CH:11][O:12][C:6]=2[C:5]=1[OH:13])([O-])=O.[Cl:14][C:15]1[CH:16]=[CH:17][C:18]2[N:19]([C:21]([C@H:24](O)[CH3:25])=[N:22][N:23]=2)[N:20]=1.C1(P(C2C=CC=CC=2)C2C=CC=CC=2)C=CC=CC=1.N(C(OC(C)C)=O)=NC(OC(C)C)=O>Cl.[Fe].CCO.C1COCC1>[Cl:14][C:15]1[CH:16]=[CH:17][C:18]2[N:19]([C:21]([C@@H:24]([O:13][C:5]3[C:6]4[O:12][CH:11]=[CH:10][C:7]=4[CH:8]=[N:9][C:4]=3[NH2:1])[CH3:25])=[N:22][N:23]=2)[N:20]=1. Reported procedure: To a mixture of 6-nitrofuro[3,2-c]pyridin-7-ol (50.0 mg, 0.278 mmol), (R)-1-(6-chloro-[1,2,4]triazolo[4,3-b]pyridazin-3-yl)ethanol (110 mg, 0.555 mmol), triphenylphosphine (191 mg, 1.11 mmol) and THF (10 mL) under nitrogen at rt was added diisopropyl azodicarboxylate (0.219 mL, 1.11 mmol) dropwise. The solution was heated to 40° C. for 2 h. The solvent was removed in vacuo, and EtOH (20 mL), iron powder (200 mg, 3 mmol) and conc. HCl (8 drops) were added. The mixture was heated to 75° C. for 1 h...